Task: describe an organic reaction: reactants, conditions, products, and yield. Dataset: the Open Reaction Database (ORD), a public repository of structured organic reaction records The reactants are BrC1=CC(=C(C=C1F)S(=O)(=O)Cl)F (4-Bromo-2,5-difluorobenzenesulfonyl chloride), C1(CC1)CN (cyclopropylmethylamine). Run in ClCCl (dichloromethane). Product: BrC1=CC(=C(C=C1F)S(=O)(=O)NCC1CC1)F (4-bromo-N-(cyclopropylmethyl)-2,5-difluorobenzenesulfonamide). RXN SMILES: [Br:1][C:2]1[C:7]([F:8])=[CH:6][C:5]([S:9](Cl)(=[O:11])=[O:10])=[C:4]([F:13])[CH:3]=1.[CH:14]1([CH2:17][NH2:18])[CH2:16][CH2:15]1>ClCCl>[Br:1][C:2]1[C:7]([F:8])=[CH:6][C:5]([S:9]([NH:18][CH2:17][CH:14]2[CH2:16][CH2:15]2)(=[O:11])=[O:10])=[C:4]([F:13])[CH:3]=1. Procedure details: According to general procedure C, 4-Bromo-2,5-difluorobenzenesulfonyl chloride (0.20 g, 0.68 mmol) and cyclopropylmethylamine were stirred together in dichloromethane (1 mL) for 16 hours. The reaction afforded 4-bromo-N-(cyclopropylmethyl)-2,5-difluorobenzenesulfonamide (0.17 g) after purification. HPLC purity 95.0% at 210-370 nm, 9.3 min.; the Xterra® RP18 column, 3.5μ, 150×4.6 mm column, 1.2 mL/min., 85/15-5/95 (ammonium formate buffer pH=3.5/ACN+MeOH) for 10 min., hold 4 min. HRMS: calcd for ... The reactants are NC1=NC(=CC(N1C)=O)C1=CC=CC=C1 (2-amino-3-methyl-6-phenyl-4-pyrimidinone), IN1C(CCC1=O)=O (N-iodosuccinimide). Run in C(C)(=O)O (acetic acid). The product is NC1=NC(=C(C(N1C)=O)I)C1=CC=CC=C1 (2-Amino-5-iodo-3-methyl-6-phenyl-4-pyrimidinone). As a reaction SMILES: [NH2:1][C:2]1[N:7]([CH3:8])[C:6](=[O:9])[CH:5]=[C:4]([C:10]2[CH:15]=[CH:14][CH:13]=[CH:12][CH:11]=2)[N:3]=1.[I:16]N1C(=O)CCC1=O>C(O)(=O)C>[NH2:1][C:2]1[N:7]([CH3:8])[C:6](=[O:9])[C:5]([I:16])=[C:4]([C:10]2[CH:15]=[CH:14][CH:13]=[CH:12][CH:11]=2)[N:3]=1. Reported procedure: To 1.8 g (8.95 mM) of 2-amino-3-methyl-6-phenyl-4-pyrimidinone was added 75 ml glacial acetic acid and 1.98 g N-iodosuccinimide (8.8 mM). The reaction mixture was heated to 70° for 5 hours. The mixture was allowed to cool to room temperature and evaporated to dryness under vacuum. The residual solid was azeotroped twice from absolute EtOH, heated to reflux with 50 ml absolute EtOH and allowed to cool to room temperature. The solids were filtered, washed well with absolute EtOH, and dried at 80° ... The reactants are [N+](=O)([O-])C=1C=C(C(=CC1)F)C=1OC2=C(N1)C=C(C=C2)C2=CC=CC=C2 (2-(3-nitro-6-fluorophenyl)-5-phenylbenzoxazole), C[O-].[Na+] (sodium methoxide). Yields the product [N+](=O)([O-])C=1C=C(C(=CC1)OC)C=1OC2=C(N1)C=C(C=C2)C2=CC=CC=C2 (2-(3-Nitro-6-methoxyphenyl)-5-phenylbenzoxazole). Reaction SMILES: [N+:1]([C:4]1[CH:5]=[C:6]([C:11]2[O:12][C:13]3[CH:19]=[CH:18][C:17]([C:20]4[CH:25]=[CH:24][CH:23]=[CH:22][CH:21]=4)=[CH:16][C:14]=3[N:15]=2)[C:7](F)=[CH:8][CH:9]=1)([O-:3])=[O:2].[CH3:26][O-:27].[Na+]>>[N+:1]([C:4]1[CH:5]=[C:6]([C:11]2[O:12][C:13]3[CH:19]=[CH:18][C:17]([C:20]4[CH:25]=[CH:24][CH:23]=[CH:22][CH:21]=4)=[CH:16][C:14]=3[N:15]=2)[C:7]([O:27][CH3:26])=[CH:8][CH:9]=1)([O-:3])=[O:2] |f:1.2|. Procedure: Prepared by the method of Example 40a), from 2-(3-nitro-6-fluorophenyl)-5-phenylbenzoxazole (500 mg, 1.5 mmol) and sodium methoxide (161 mg, 3.0 mmol) the subtitle compound was obtained (450 mg, 87%). 1H NMR (DMSO) δ 8.88(d, 1H), 8.48(dd, 1H), 8.12(d, 1H), 7.89(d, 1H), 7.75(m, 3H), 7.53(d, 1H), 7.50(t, 2H), 7.40(d, 1H), 4.11(s, 3H). Starting materials: C(C1=CC=CC=C1)N1N=CC(=C1CCC)CO ((1-benzyl-5-propyl-1H-pyrazol-4-yl)methanol). The reagents and catalysts are [O-2].[O-2].[Mn+4] (manganese dioxide). Run in O1CCCC1 (tetrahydrofuran). Reaction conditions: time 3 day. The product is C(C1=CC=CC=C1)N1N=CC(=C1CCC)C=O (1-benzyl-5-propyl-1H-pyrazole-4-carbaldehyde). Yield: 71.9%. Reaction SMILES: [CH2:1]([N:8]1[C:12]([CH2:13][CH2:14][CH3:15])=[C:11]([CH2:16][OH:17])[CH:10]=[N:9]1)[C:2]1[CH:7]=[CH:6][CH:5]=[CH:4][CH:3]=1>[O-2].[O-2].[Mn+4].O1CCCC1>[CH2:1]([N:8]1[C:12]([CH2:13][CH2:14][CH3:15])=[C:11]([CH:16]=[O:17])[CH:10]=[N:9]1)[C:2]1[CH:3]=[CH:4][CH:5]=[CH:6][CH:7]=1 |f:1.2.3|. Procedure: A mixture of (1-benzyl-5-propyl-1H-pyrazol-4-yl)methanol (14.99 g), activated manganese dioxide (30.0 g) and, tetrahydrofuran (300 ml) was stirred at room temperature for 3 days. After the manganese dioxide was removed by filtration, the filtrate was concentrated. The residue was subjected to silica gel column chromatography, and 1-benzyl-5-propyl-1H-pyrazole-4-carbaldehyde (10.69 g, yield: 72%) was obtained as a colorless oily substance from the fraction eluted with ethyl acetate-hexane (1:2, v... The reactants are Br, COc1cccc(Cl)c1-c1ccccc1Cl. Product: Oc1cccc(Cl)c1-c1ccccc1Cl. As a reaction SMILES: [BrH:17].[Cl:1][c:2]1[c:3](-[c:10]2[c:11]([Cl:16])[cH:12][cH:13][cH:14][cH:15]2)[c:4]([O:8][CH3:9])[cH:5][cH:6][cH:7]1>>[Cl:1][c:2]1[c:3](-[c:10]2[c:11]([Cl:16])[cH:12][cH:13][cH:14][cH:15]2)[c:4]([OH:8])[cH:5][cH:6][cH:7]1. The reactants are CC(C)(C)N=C=O, Cc1cc(C)c(C)c(-c2cc3cnc(NCCCN4CCN(C)CC4)nc3nc2N)c1C. The product is Cc1cc(C)c(C)c(-c2cc3cnc(NCCCN4CCN(C)CC4)nc3nc2NC(=O)NC(C)(C)C)c1C. As a reaction SMILES: [C:33]([CH3:34])([CH3:35])([CH3:36])[N:37]=[C:38]=[O:39].[CH3:1][N:2]1[CH2:3][CH2:4][N:5]([CH2:8][CH2:9][CH2:10][NH:11][c:12]2[n:13][cH:14][c:15]3[c:16]([n:17]2)[n:18][c:19]([NH2:32])[c:20](-[c:22]2[c:23]([CH3:31])[c:24]([CH3:30])[cH:25][c:26]([CH3:29])[c:27]2[CH3:28])[cH:21]3)[CH2:6][CH2:7]1>>[CH3:1][N:2]1[CH2:3][CH2:4][N:5]([CH2:8][CH2:9][CH2:10][NH:11][c:12]2[n:13][cH:14][c:15]3[c:16]([n:17]2)[n:18][c:19]([NH:32][C:38]([NH:37][C:33]([CH3:34])([CH3:35])[CH3:36])=[O:39])[c:20](-[c:22]2[c:23]([CH3:31])[c:24]([CH3:30])[cH:25][c:26]([CH3:29])[c:27]2[CH3:28])[cH:21]3)[CH2:6][CH2:7]1. Starting materials: C(C=O)(=O)OCC1=CC=CC=C1 (Benzyl glyoxylate), C(C)(=O)NCCN (monoacetylethylenediamine). Solvent: O1CCCC1 (tetrahydrofuran), O1CCCC1 (tetrahydrofuran). Reaction conditions: temperature 0 celsius, time 2 hour. Yields the product C(C)(=O)NCCNCC(=O)OCC1=CC=CC=C1 (N-Acetyl-N'-[2-(phenylmethoxy)-2-oxoethyl]ethylenediamine). Yield: 38.9%. As a reaction SMILES: [C:1]([O:5][CH2:6][C:7]1[CH:12]=[CH:11][CH:10]=[CH:9][CH:8]=1)(=[O:4])[CH:2]=O.[C:13]([NH:16][CH2:17][CH2:18][NH2:19])(=[O:15])[CH3:14]>O1CCCC1>[C:13]([NH:16][CH2:17][CH2:18][NH:19][CH2:2][C:1]([O:5][CH2:6][C:7]1[CH:8]=[CH:9][CH:10]=[CH:11][CH:12]=1)=[O:4])(=[O:15])[CH3:14]. Procedure: Benzyl glyoxylate (3.28 g, 20.0 mmol) in dry tetrahydrofuran (15 ml) was added dropwise in monoacetylethylenediamine (1.53 g, 15 mmol) in dry tetrahydrofuran (60 ml) at room temperature. After 2 hours, the tetrahydrofuran was removed under vacuum, and the residue was dissolved in dry methanol (100 ml). Upon cooling to 0° C., 1.55 g of sodium cyanoborohydride was added, immediately followed by dropwise addition of 1.54 ml of acetic acid. The reaction was allowed to warm to room temperature and st...